From a dataset of the Open Reaction Database (ORD), a public repository of structured organic reaction records. describe an organic reaction: reactants, conditions, products, and yield Reactants: CN(C)C=O, OCc1ccc(Cl)cc1, O=c1c(Br)c(Br)cnn1-c1ccc(Cl)cc1, [K+], [OH-], O. RXN SMILES: [CH3:29][N:30]([CH3:31])[CH:32]=[O:33].[Cl:17][c:18]1[cH:19][cH:20][c:21]([CH2:22][OH:23])[cH:24][cH:25]1.[Cl:1][c:2]1[cH:3][cH:4][c:5](-[n:8]2[n:9][cH:10][c:11]([Br:16])[c:12]([Br:15])[c:13]2=[O:14])[cH:6][cH:7]1.[K+:27].[OH-:26].[OH2:28]>>[Cl:1][c:2]1[cH:3][cH:4][c:5](-[n:8]2[n:9][cH:10][c:11]([O:23][CH2:22][c:21]3[cH:20][cH:19][c:18]([Cl:17])[cH:25][cH:24]3)[c:12]([Br:15])[c:13]2=[O:14])[cH:6][cH:7]1. The product is O=c1c(Br)c(OCc2ccc(Cl)cc2)cnn1-c1ccc(Cl)cc1. The reactants are C(C)I (Ethyl iodide), C(C1=CC=CC=C1)ON1C(NC2=CC(=C(C=C2C1=O)F)F)=O (3-Benzyloxy-6,7-difluoro-1H-quinazoline-2,4-dione), [H-].[Na+] (sodium hydride). Run in CN(C)C=O (DMF), CN(C)C=O (DMF). Conditions: temperature 50 celsius, time 30 minute. Yields the product C(C1=CC=CC=C1)ON1C(N(C2=CC(=C(C=C2C1=O)F)F)CC)=O (3-Benzyloxy-1-ethyl-6,7-difluoro-1H-quinazoline-2,4-dione). Isolated yield 97.3%. Reaction SMILES: [CH2:1]([O:8][N:9]1[C:18](=[O:19])[C:17]2[C:12](=[CH:13][C:14]([F:21])=[C:15]([F:20])[CH:16]=2)[NH:11][C:10]1=[O:22])[C:2]1[CH:7]=[CH:6][CH:5]=[CH:4][CH:3]=1.[H-].[Na+].[CH2:25](I)[CH3:26]>CN(C=O)C>[CH2:1]([O:8][N:9]1[C:18](=[O:19])[C:17]2[C:12](=[CH:13][C:14]([F:21])=[C:15]([F:20])[CH:16]=2)[N:11]([CH2:25][CH3:26])[C:10]1=[O:22])[C:2]1[CH:7]=[CH:6][CH:5]=[CH:4][CH:3]=1 |f:1.2|. Procedure: A solution of 3-benzyloxy-6,7-difluoro-1H-quinazoline-2,4-dione (Example B, 3.0 g, 9.9 mmol) in 100 mL of DMF was added to a suspension of sodium hydride (0.47 g, 11.8 mmol) in 40 mL of DMF and stirred for 30 minutes. Ethyl iodide (7.9 mL, 99 mmol) was added, and the mixture was warmed to 50° C. for 18 hours. The reaction was quenched with 1 mL of water and concentrated to an oil. The residue was dissolved in chloroform washed with water, brine, and dried over magnesium sulfate. The solution was... Reactants: CC(C)(C)[Si](C)(C)OC(O)C(O)C(O)(O[Si](C)(C)C(C)(C)C)C(F)(F)C(=O)O, Clc1ncnc2nc[nH]c12, CCOC(=O)N=NC(=O)OCC, C1CCOC1, c1ccc(P(c2ccccc2)c2ccccc2)cc1. The product is CC(C)(C)[Si](C)(C)OC(O)C(O)C(O)(O[Si](C)(C)C(C)(C)C)C(F)(F)C(=O)n1cnc2c(Cl)ncnc21. Reaction SMILES: [C:42]([CH3:43])([CH3:44])([CH3:45])[Si:46]([O:47][C:48]([C:49]([C:50](=[O:51])[OH:52])([F:53])[F:54])([OH:55])[CH:56]([OH:57])[CH:58]([OH:59])[O:60][Si:61]([CH3:62])([CH3:63])[C:64]([CH3:65])([CH3:66])[CH3:67])([CH3:68])[CH3:69].[Cl:1][c:2]1[c:3]2[nH:4][cH:5][n:6][c:7]2[n:8][cH:9][n:10]1.[O:30]=[C:31]([O:32][CH2:33][CH3:34])[N:35]=[N:36][C:37]([O:38][CH2:39][CH3:40])=[O:41].[O:70]1[CH2:71][CH2:72][CH2:73][CH2:74]1.[c:11]1([P:12]([c:13]2[cH:14][cH:15][cH:16][cH:17][cH:18]2)[c:19]2[cH:20][cH:21][cH:22][cH:23][cH:24]2)[cH:25][cH:26][cH:27][cH:28][cH:29]1>>[Cl:1][c:2]1[c:3]2[n:4][cH:5][n:6]([C:50]([C:49]([C:48]([O:47][Si:46]([C:42]([CH3:43])([CH3:44])[CH3:45])([CH3:68])[CH3:69])([OH:55])[CH:56]([OH:57])[CH:58]([OH:59])[O:60][Si:61]([CH3:62])([CH3:63])[C:64]([CH3:65])([CH3:66])[CH3:67])([F:53])[F:54])=[O:51])[c:7]2[n:8][cH:9][n:10]1. The reactants are O (water), C(#N)C=1C=C(C=C(C1)C(F)(F)F)N1CCN(CC1)CC[C@@H]1CC[C@H](CC1)NS(=O)(=O)C=1C=NC=CC1 (trans-N-(4-{2-[4-(3-cyano-5-trifluoromethyl-phenyl)-piperazin-1-yl]-ethyl}-cyclohexyl)-pyridine-3-sulfonamide), OO (H2O2), C(=O)([O-])[O-].[K+].[K+] (K2CO3). The solvent is CS(=O)C (dimethylsulfoxide). Product: NC(=O)C=1C=C(C=C(C1)C(F)(F)F)N1CCN(CC1)CC[C@@H]1CC[C@H](CC1)NS(=O)(=O)C=1C=NC=CC1 (Trans-N-{4-[2-[4-(3-aminocarbonyl-5-trifluoromethyl-phenyl)-1-piperizinyl]-ethyl]-cyclohexyl}-3-pyridinesulfonamide). RXN SMILES: [C:1]([C:3]1[CH:4]=[C:5]([N:13]2[CH2:18][CH2:17][N:16]([CH2:19][CH2:20][C@H:21]3[CH2:26][CH2:25][C@H:24]([NH:27][S:28]([C:31]4[CH:32]=[N:33][CH:34]=[CH:35][CH:36]=4)(=[O:30])=[O:29])[CH2:23][CH2:22]3)[CH2:15][CH2:14]2)[CH:6]=[C:7]([C:9]([F:12])([F:11])[F:10])[CH:8]=1)#[N:2].C([O-])([O-])=[O:38].[K+].[K+].OO.O>CS(C)=O>[NH2:2][C:1]([C:3]1[CH:4]=[C:5]([N:13]2[CH2:14][CH2:15][N:16]([CH2:19][CH2:20][C@H:21]3[CH2:26][CH2:25][C@H:24]([NH:27][S:28]([C:31]4[CH:32]=[N:33][CH:34]=[CH:35][CH:36]=4)(=[O:30])=[O:29])[CH2:23][CH2:22]3)[CH2:17][CH2:18]2)[CH:6]=[C:7]([C:9]([F:10])([F:11])[F:12])[CH:8]=1)=[O:38] |f:1.2.3|. Procedure: 0.37 g (0.7 mmol) of trans-N-(4-{2-[4-(3-cyano-5-trifluoromethyl-phenyl)-piperazin-1-yl]-ethyl}-cyclohexyl)-pyridine-3-sulfonamide was dissolved in 2 ml dimethylsulfoxide, 80 mg K2CO3 was added and 0.15 ml of 30% H2O2 was dropped in while keeping the temperature at 20° C. After stirring for 2 h 20 ml of water was added, the precipitate filtered, washed with water giving the title compound, melting point:191° C. (0.2 g; 53%). Procedure details: The 2-chloro-2-oxo-1,3,2-dioxaphospholane prepared in step (a) was reacted with 2-hydroxyethyl methacrylate to give 2-(2-oxo-1,3,2-dioxaphospholan-2-yloxy)ethyl methacrylate, as follows: Into a thoroughly dried 500 cm3 three-necked round bottomed flask equipped with a mechanical stirrer, drying tube and dropping funnel were placed 2-hydroxyethyl methacrylate (20.0 g, 0.154 mol) and triethylamine (15.6 g, 0.154 mol) was added slowly to the stirred solution, maintained at -20° C. to -15° C., over ... Yields the product C(C(=C)C)(=O)OCCOP1(OCCO1)=O (2-(2-oxo-1,3,2-dioxaphospholan-2-yloxy)ethyl methacrylate). RXN SMILES: Cl[P:2]1(=[O:7])[O:6][CH2:5][CH2:4][O:3]1.[C:8]([O:13][CH2:14][CH2:15][OH:16])(=[O:12])[C:9]([CH3:11])=[CH2:10]>>[C:8]([O:13][CH2:14][CH2:15][O:16][P:2]1(=[O:7])[O:6][CH2:5][CH2:4][O:3]1)(=[O:12])[C:9]([CH3:11])=[CH2:10]. Starting materials: ClP1(OCCO1)=O (2-chloro-2-oxo-1,3,2-dioxaphospholane), C(C(=C)C)(=O)OCCO (2-hydroxyethyl methacrylate). Reactants: OCC=1C=C(C=C(C1)OC)O (3-hydroxymethyl-5-methoxyphenol), ClCCCOC (1-chloro-3-methoxypropane). The product is COC=1C=C(C=C(C1)OCCCOC)CO ([3-Methoxy-5-(3-methoxypropoxy)phenyl]methanol). Reaction SMILES: [OH:1][CH2:2][C:3]1[CH:4]=[C:5]([OH:11])[CH:6]=[C:7]([O:9][CH3:10])[CH:8]=1.Cl[CH2:13][CH2:14][CH2:15][O:16][CH3:17]>>[CH3:10][O:9][C:7]1[CH:8]=[C:3]([CH2:2][OH:1])[CH:4]=[C:5]([O:11][CH2:13][CH2:14][CH2:15][O:16][CH3:17])[CH:6]=1. Procedure details: Analogously to Method F, 3.15 g of 3-hydroxymethyl-5-methoxyphenol are reacted with 1-chloro-3-methoxypropane. The title compound is obtained as a slightly yellowish oil. Rf=0.27 (1:1 EtOAc-heptane). Rt=3.23. Reactants: O=C(Cl)Oc1ccccc1, CCOC(=O)CCCC(O)C(=O)c1ccc(F)cc1, C1CCOC1, c1ccncc1. Product: CCOC(=O)CCCC(OC(=O)Oc1ccccc1)C(=O)c1ccc(F)cc1. Reaction SMILES: [C:26]([O:27][c:28]1[cH:29][cH:30][cH:31][cH:32][cH:33]1)(=[O:34])[Cl:35].[F:1][c:2]1[cH:3][cH:4][c:5]([C:8]([CH:9]([CH2:10][CH2:11][CH2:12][C:13](=[O:14])[O:15][CH2:16][CH3:17])[OH:18])=[O:19])[cH:6][cH:7]1.[O:36]1[CH2:37][CH2:38][CH2:39][CH2:40]1.[cH:20]1[cH:21][cH:22][n:23][cH:24][cH:25]1>>[F:1][c:2]1[cH:3][cH:4][c:5]([C:8]([CH:9]([CH2:10][CH2:11][CH2:12][C:13](=[O:14])[O:15][CH2:16][CH3:17])[O:18][C:26]([O:27][c:28]2[cH:29][cH:30][cH:31][cH:32][cH:33]2)=[O:34])=[O:19])[cH:6][cH:7]1. Starting materials: CS(C)=O, O=C(c1ccc(Cl)nc1)c1c[nH]c2ncccc12, OCc1cccc(C(F)(F)F)c1, [H-], [Na+]. The product is O=C(c1ccc(OCc2cccc(C(F)(F)F)c2)nc1)c1c[nH]c2ncccc12. RXN SMILES: [CH3:33][S:34]([CH3:35])=[O:36].[Cl:1][c:2]1[cH:3][cH:4][c:5]([C:8](=[O:9])[c:10]2[cH:11][nH:12][c:13]3[n:14][cH:15][cH:16][cH:17][c:18]23)[cH:6][n:7]1.[F:19][C:20]([c:21]1[cH:22][c:23]([CH2:27][OH:28])[cH:24][cH:25][cH:26]1)([F:29])[F:30].[H-:31].[Na+:32]>>[c:2]1([O:28][CH2:27][c:23]2[cH:22][c:21]([C:20]([F:19])([F:29])[F:30])[cH:26][cH:25][cH:24]2)[cH:3][cH:4][c:5]([C:8](=[O:9])[c:10]2[cH:11][nH:12][c:13]3[n:14][cH:15][cH:16][cH:17][c:18]23)[cH:6][n:7]1. The reactants are O=[N+]([O-])c1ccc(F)cc1, [H-], [Na+], CN(C)C=O, O, O=Cc1ccc(O)cc1. Product: O=Cc1ccc(Oc2ccc([N+](=O)[O-])cc2)cc1. RXN SMILES: [F:12][c:13]1[cH:14][cH:15][c:16]([N+:19](=[O:20])[O-:21])[cH:17][cH:18]1.[H-:10].[Na+:11].[O:23]=[CH:24][N:25]([CH3:26])[CH3:27].[OH2:22].[OH:1][c:2]1[cH:3][cH:4][c:5]([CH:6]=[O:7])[cH:8][cH:9]1>>[O:1]([c:2]1[cH:3][cH:4][c:5]([CH:6]=[O:7])[cH:8][cH:9]1)[c:13]1[cH:14][cH:15][c:16]([N+:19](=[O:20])[O-:21])[cH:17][cH:18]1.